This data is from the Open Reaction Database (ORD), a public repository of structured organic reaction records. The task is: describe an organic reaction: reactants, conditions, products, and yield The reactants are CC#CCn1c(N2CCN(C(=O)OC(C)(C)C)CC2)nc2c1c(=O)n(CCN=[N+]=[N-])c(=O)n2C, C1CCOC1, O, c1ccc(P(c2ccccc2)c2ccccc2)cc1. Yields the product CC#CCn1c(N2CCN(C(=O)OC(C)(C)C)CC2)nc2c1c(=O)n(CCN)c(=O)n2C. Reaction SMILES: [C:1]([CH3:2])([CH3:3])([CH3:4])[O:5][C:6](=[O:7])[N:8]1[CH2:9][CH2:10][N:11]([c:14]2[n:15][c:16]3[n:17]([CH3:34])[c:18](=[O:33])[n:19]([CH2:28][CH2:29][N:30]=[N+:31]=[N-:32])[c:20](=[O:27])[c:21]3[n:22]2[CH2:23][C:24]#[C:25][CH3:26])[CH2:12][CH2:13]1.[O:55]1[CH2:56][CH2:57][CH2:58][CH2:59]1.[OH2:35].[c:36]1([P:37]([c:38]2[cH:39][cH:40][cH:41][cH:42][cH:43]2)[c:44]2[cH:45][cH:46][cH:47][cH:48][cH:49]2)[cH:50][cH:51][cH:52][cH:53][cH:54]1>>[C:1]([CH3:2])([CH3:3])([CH3:4])[O:5][C:6](=[O:7])[N:8]1[CH2:9][CH2:10][N:11]([c:14]2[n:15][c:16]3[n:17]([CH3:34])[c:18](=[O:33])[n:19]([CH2:28][CH2:29][NH2:30])[c:20](=[O:27])[c:21]3[n:22]2[CH2:23][C:24]#[C:25][CH3:26])[CH2:12][CH2:13]1.